This data is from the Open Reaction Database (ORD), a public repository of structured organic reaction records. The task is: describe an organic reaction: reactants, conditions, products, and yield The reactants are Cl.ClCCN1CCOCC1 (4-(2-chloroethyl)morpholine hydrochloride), C1CCC2=NCCCN2CC1 (DBU), C(C(C)C)N1C(NC(C=2C1=NN(C2C2=CC=NC=C2)CC2=CC=CC1=CC=CC=C21)=O)=O (7-isobutyl-2-(1-naphthylmethyl)-3-pyridin-4-yl-2H-pyrazolo[3,4-d]pyrimidine-4,6(5H,7H)-dione). Run in CN(C=O)C (dimethylformamide). Conditions: temperature 80 celsius. Product: C(C(C)C)N1C(N(C(C=2C1=NN(C2C2=CC=NC=C2)CC2=CC=CC1=CC=CC=C21)=O)CCN2CCOCC2)=O (7-Isobutyl-5-(2-morpholin-4-ylethyl)-2-(1-naphthylmethyl)-3-pyridin-4-yl-2H-pyrazolo[3,4-d]pyrimidine-4,6(5H,7H)-dione). Yield: 91.1%. RXN SMILES: Cl.Cl[CH2:3][CH2:4][N:5]1[CH2:10][CH2:9][O:8][CH2:7][CH2:6]1.C1CCN2C(=NCCC2)CC1.[CH2:22]([N:26]1[C:31]2=[N:32][N:33]([CH2:41][C:42]3[C:51]4[C:46](=[CH:47][CH:48]=[CH:49][CH:50]=4)[CH:45]=[CH:44][CH:43]=3)[C:34]([C:35]3[CH:40]=[CH:39][N:38]=[CH:37][CH:36]=3)=[C:30]2[C:29](=[O:52])[NH:28][C:27]1=[O:53])[CH:23]([CH3:25])[CH3:24]>CN(C)C=O>[CH2:22]([N:26]1[C:31]2=[N:32][N:33]([CH2:41][C:42]3[C:51]4[C:46](=[CH:47][CH:48]=[CH:49][CH:50]=4)[CH:45]=[CH:44][CH:43]=3)[C:34]([C:35]3[CH:36]=[CH:37][N:38]=[CH:39][CH:40]=3)=[C:30]2[C:29](=[O:52])[N:28]([CH2:3][CH2:4][N:5]2[CH2:10][CH2:9][O:8][CH2:7][CH2:6]2)[C:27]1=[O:53])[CH:23]([CH3:25])[CH3:24] |f:0.1|. Procedure details: 4-(2-chloroethyl)morpholine hydrochloride (0.0435 g) followed by DBU (0.094 g) were added to a solution of 7-isobutyl-2-(1-naphthylmethyl)-3-pyridin-4-yl-2H-pyrazolo[3,4-d]pyrimidine-4,6(5H,7H)-dione (0.0668 g) in dimethylformamide (1 ml). The mixture was heated at 80° C. for 18 hours then cooled to room temperature. The crude reaction was purified on preparative HPLC to give the title compound (0.077 g). Mass: 538.90 (M+H). Reactants: C1COCCO1, CCOC(C)=O, COC(=O)COc1ccccc1Oc1cc(-n2c(=O)cc(C(F)(F)F)n(C)c2=O)c(F)cc1Cl, Cl, O. Product: Cn1c(C(F)(F)F)cc(=O)n(-c2cc(Oc3ccccc3OCC(=O)O)c(Cl)cc2F)c1=O. As a reaction SMILES: [CH2:43]1[O:44][CH2:45][CH2:46][O:47][CH2:48]1.[CH3:37][CH2:38][O:39][C:40](=[O:41])[CH3:42].[Cl:1][c:2]1[c:3]([O:4][c:5]2[c:6]([O:7][CH2:8][C:9](=[O:10])[O:11][CH3:12])[cH:13][cH:14][cH:15][cH:16]2)[cH:17][c:18](-[n:22]2[c:23](=[O:34])[n:24]([CH3:33])[c:25]([C:29]([F:30])([F:31])[F:32])[cH:26][c:27]2=[O:28])[c:19]([F:21])[cH:20]1.[ClH:35].[OH2:36]>>[Cl:1][c:2]1[c:3]([O:4][c:5]2[c:6]([O:7][CH2:8][C:9](=[O:10])[OH:11])[cH:13][cH:14][cH:15][cH:16]2)[cH:17][c:18](-[n:22]2[c:23](=[O:34])[n:24]([CH3:33])[c:25]([C:29]([F:30])([F:31])[F:32])[cH:26][c:27]2=[O:28])[c:19]([F:21])[cH:20]1. Reactants: C(C)(C)NC(C)C.[Li] (lithium diisopropylamine), N1=C(C=CC=C1)CC1CCC(O1)=O (5-(pyridin-2-yl-methyl)dihydrofuran-2(3H)-one), C(C)(=O)O (acetic acid), C(CC)Br (1-propyl bromide). The solvent is C1CCOC1 (THF). Reaction conditions: temperature -78 celsius, time 1.5 hour. Product: C(CC)C1C(OC(C1)CC1=NC=CC=C1)=O (3-propyl-5-(pyridin-2-ylmethyl)dihydrofuran-2(3H)-one). As a reaction SMILES: [CH:1](NC(C)C)([CH3:3])[CH3:2].[Li].[N:9]1[CH:14]=[CH:13][CH:12]=[CH:11][C:10]=1[CH2:15][CH:16]1[O:20][C:19](=[O:21])[CH2:18][CH2:17]1.C(Br)CC.C(O)(=O)C>C1COCC1>[CH2:2]([CH:18]1[CH2:17][CH:16]([CH2:15][C:10]2[CH:11]=[CH:12][CH:13]=[CH:14][N:9]=2)[O:20][C:19]1=[O:21])[CH2:1][CH3:3] |f:0.1,^1:7|. Procedure: To a 2 M lithium diisopropylamine solution in THF of −78° C. is added 5-(pyridin-2-yl-methyl)dihydrofuran-2(3H)-one and the mixture is stirred for 1.5 hours at −78° C. Then 1-propyl bromide is added and the reaction is stirred for another 1.5 hours at −78° C. The reaction mixture is allowed to warm up to 0° C. before ice-cold water with acetic acid is added and subsequently extracted with 3 times dichloromethane. The dichloromethane is concentrated in vacuo and the residue is dissolved in dichlo... Reactants: COC1(OCCC1)OC (dimethoxytetrahydrofuran), FC1=C(C(=O)O)C=C(C(=C1)N)F (2,5-difluoro-4-aminobenzoic acid), O (water). Run in C(C)(=O)O (acetic acid). Yields the product FC1=C(C(=O)O)C=C(C(=C1)N1C=CC=C1)F (2,5-difluoro-4-(pyrrol-1-yl)benzoic acid). The yield is 79.2%. As a reaction SMILES: [F:1][C:2]1[CH:10]=[C:9]([NH2:11])[C:8]([F:12])=[CH:7][C:3]=1[C:4]([OH:6])=[O:5].CO[C:15]1(OC)[CH2:19][CH2:18][CH2:17]O1.O>C(O)(=O)C>[F:1][C:2]1[CH:10]=[C:9]([N:11]2[CH:15]=[CH:19][CH:18]=[CH:17]2)[C:8]([F:12])=[CH:7][C:3]=1[C:4]([OH:6])=[O:5]. Procedure: 5.2 grams (0.03 mol) of 2,5-difluoro-4-aminobenzoic acid, melting at 250°-3°, are dissolved in 60 ml of glacial acetic acid, and 4 grams (0.03 mol) of dimethoxytetrahydrofuran are added. The mixture is heated at the boil for 10 minutes, 20 ml of water are added and the resulting mixture is left to cool. The precipitate formed is filtered off and washed with water to give 5.3 grams of a solid melting at 196°-8° C. The reactants are C(#N)C=1C=CC=C2C=CC(=CC12)C(=O)OC (methyl 8-cyano-2-naphthoate), Cl (hydrochloric acid). Run at time 6 hour. Reaction SMILES: [C:1]([C:3]1[CH:4]=[CH:5][CH:6]=[C:7]2[C:12]=1[CH:11]=[C:10]([C:13]([O:15][CH3:16])=[O:14])[CH:9]=[CH:8]2)#[N:2].Cl>CO.[Pd]>[NH2:2][CH2:1][C:3]1[CH:4]=[CH:5][CH:6]=[C:7]2[C:12]=1[CH:11]=[C:10]([C:13]([O:15][CH3:16])=[O:14])[CH:9]=[CH:8]2. The reagents and catalysts are [Pd] (palladium on carbon). Yield: 74.5%. Procedure details: Part B--A mixture of methyl 8-cyano-2-naphthoate (1.0 g, 0.0047 mol) in methanol (35 mL) with concentrated hydrochloric acid (0.69 mL) and palladium on carbon catalyst (0.20 g, 5% Pd/C) was shaken for 6 hours at ambient temperature under an atmosphere of hydrogen (50 psi). The reaction mixture was filtered over Celite@ and washed with methanol. The filtrate was evaporated to dryness under reduced pressure and the residue was triturated with hexane to give methyl 8-aminomethyl-2-naphthoate (0.76 ... Run in CO (methanol). The product is NCC=1C=CC=C2C=CC(=CC12)C(=O)OC (methyl 8-aminomethyl-2-naphthoate). Reactants: [F-].[K+] (KF), ClC=1C=C(C=CC1)OC (3-Chloroanisole), COC1=CC=C(C=C1)B(O)O (4-methoxyphenylboronic acid), Pd(dba)2 Ph5FcP(t-Bu)2. Run in C1(=CC=CC=C1)C (toluene). Product: COC=1C=C(C=CC1)C1=CC=C(C=C1)OC (3-methoxy-4′-methoxy-1,1′-biphenyl). Isolated yield 96.8%. Reaction SMILES: Cl[C:2]1[CH:3]=[C:4]([O:8][CH3:9])[CH:5]=[CH:6][CH:7]=1.[CH3:10][O:11][C:12]1[CH:17]=[CH:16][C:15](B(O)O)=[CH:14][CH:13]=1.[F-].[K+]>C1(C)C=CC=CC=1>[CH3:9][O:8][C:4]1[CH:3]=[C:2]([C:15]2[CH:16]=[CH:17][C:12]([O:11][CH3:10])=[CH:13][CH:14]=2)[CH:7]=[CH:6][CH:5]=1 |f:2.3|. Reported procedure: 3-Chloroanisole (76 mg, 0.54 mmol) reacted with 4-methoxyphenylboronic acid (117 mg, 0.77 mmol) using 1 mol % of Pd(dba)2/Ph5FcP(t-Bu)2 and KF (87 mg, 1.50 mmol) in toluene at 80° C. to give the title compound (112 mg, 97%) as a colorless oil: 1H-NMR (300 MHz CDCl3): δ 7.57 (d, 2H, J=8.7 Hz), 7.37 (t, 1H, J=7.8 and 8.1 Hz), 7.17 (m, 2H), 7.01 (d, 2H, J=8.7 Hz), 6.88-6.97 (m, 1H), 3.89 (s, 3H), 3.88 (s, 3H). 13C{1H}-NMR (100 MHz, CDCl3): δ 159.86, 159.17, 142.28, 135.51, 129.66, 128.13, 119.21, 1... Starting materials: Cl (hydrochloric acid), IC1=CC=C(C=C1)OC (p-iodoanisole), C(C=C)(=O)O (acrylic acid), C(C)NCC (diethylamine). The reagents and catalysts are [Pd] (palladium on charcoal). Solvent: C(C)OCC (diethyl ether), CN(C=O)C (dimethylformamide). Reaction conditions: temperature 140 celsius, time 4 hour. Product: COC1=CC=C(C=CC(=O)O)C=C1 (p-methoxycinnamic acid). Yield: 65.0%. As a reaction SMILES: I[C:2]1[CH:7]=[CH:6][C:5]([O:8][CH3:9])=[CH:4][CH:3]=1.[C:10]([OH:14])(=[O:13])[CH:11]=[CH2:12].C(NCC)C.Cl>[Pd].CN(C)C=O.C(OCC)C>[CH3:9][O:8][C:5]1[CH:6]=[CH:7][C:2]([CH:12]=[CH:11][C:10]([OH:14])=[O:13])=[CH:3][CH:4]=1. Procedure details: A mixture of 2.34 g (10 mmol) of p-iodoanisole, 0.756 g (10.5 mmol) of acrylic acid, 0.803 g (11 mmol) of diethylamine and 16 mg of palladium on charcoal in 4 ml of dimethylformamide is stirred at 140° C. for 4 hours. Subsequently, the mixture is worked up by adding diethyl ether and 2N hydrochloric acid, washing the separated organic phase with water and subsequently drying over anhydrous sodium sulphate, concentrating the organic phase under reduced pressure and recrystallizing the solid resid... The reactants are COC1=CC=C(C=C1)C1=CC=C(C=C1)S(=O)(=O)NC1C(OC(C1)CSCC1=CC=CC=C1)=O (3-[(4′-methoxy[1,1′-biphenyl]-4-yl)sulfonyl]amino-2-oxo-5-[(benzylthio)methyl]-tetrahydrofuran), O.[OH-].[Li+] (lithium hydroxide monohydrate). The solvent is O (water), C1CCOC1 (THF). Reaction conditions: time 8 hour. The product is COC1=CC=C(C=C1)C1=CC=C(C=C1)S(=O)(=O)NC(C(=O)O)CC(CSCC1=CC=CC=C1)O (2-[(4′-Methoxy[1,1′-biphenyl]-4-yl)sulfonyl]amino-4-hydroxy-5-(benzylthio)-pentanoic acid). Reaction SMILES: [CH3:1][O:2][C:3]1[CH:8]=[CH:7][C:6]([C:9]2[CH:14]=[CH:13][C:12]([S:15]([NH:18][CH:19]3[CH2:23][CH:22]([CH2:24][S:25][CH2:26][C:27]4[CH:32]=[CH:31][CH:30]=[CH:29][CH:28]=4)[O:21][C:20]3=[O:33])(=[O:17])=[O:16])=[CH:11][CH:10]=2)=[CH:5][CH:4]=1.[OH2:34].[OH-].[Li+]>O.C1COCC1>[CH3:1][O:2][C:3]1[CH:8]=[CH:7][C:6]([C:9]2[CH:10]=[CH:11][C:12]([S:15]([NH:18][CH:19]([CH2:23][CH:22]([OH:34])[CH2:24][S:25][CH2:26][C:27]3[CH:32]=[CH:31][CH:30]=[CH:29][CH:28]=3)[C:20]([OH:21])=[O:33])(=[O:17])=[O:16])=[CH:13][CH:14]=2)=[CH:5][CH:4]=1 |f:1.2.3|. Procedure details: To a solution of 3-[(4′-methoxy[1,1′-biphenyl]-4-yl)sulfonyl]amino-2-oxo-5-[(benzylthio)methyl]-tetrahydrofuran 17a (40 mg, 0.083 mmol) in water (3 mL) and THF (3 mL) is added slowly lithium hydroxide monohydrate (35 mg, 0.82 mmol). The reaction mixture is stirred overnight, then concentrated to dryness. The resulting mixture is diluted with water, and then the mixture is extracted twice with Et2O. The Et2O layer is discarded and the aqueous layer is neutralized carefully with 1N HCl to pH 6, th... Starting materials: CCOCCO, O=S1(=O)c2ccc(Cl)cc2NC(=S)c2ccccc21, NCc1cccnc1. Product: O=S1(=O)c2ccc(Cl)cc2N=C(NCc2cccnc2)c2ccccc21. As a reaction SMILES: [CH3:28][CH2:29][O:30][CH2:31][CH2:32][OH:33].[Cl:1][c:2]1[cH:3][c:4]2[c:5]([cH:18][cH:19]1)[S:6](=[O:16])(=[O:17])[c:7]1[c:8]([cH:12][cH:13][cH:14][cH:15]1)[C:9](=[S:11])[NH:10]2.[NH2:20][CH2:21][c:22]1[cH:23][n:24][cH:25][cH:26][cH:27]1>>[Cl:1][c:2]1[cH:3][c:4]2[c:5]([cH:18][cH:19]1)[S:6](=[O:16])(=[O:17])[c:7]1[c:8]([cH:12][cH:13][cH:14][cH:15]1)[C:9]([NH:20][CH2:21][c:22]1[cH:23][n:24][cH:25][cH:26][cH:27]1)=[N:10]2.